Dataset: the Open Reaction Database (ORD), a public repository of structured organic reaction records. Task: describe an organic reaction: reactants, conditions, products, and yield Reactants: crude product, C(C)(C)(C)OC(NC1=C(C=C(C=C1)N1C=CC=C1)N)=O ((2-amino-4-pyrrol-1-yl-phenyl)-carbamic acid tert-butyl ester), C(C)(C)(C)OC(CC(=O)C1=CC(=CC=C1)C=1C=NC(=CC1)C)=O (3-[3-(6-methyl-pyridin-3-yl)-phenyl]-3-oxo-propionic acid tert-butyl ester). Product: CC1=CC=C(C=N1)C=1C=C(C=CC1)C1=NC2=C(NC(C1)=O)C=C(C=C2)N2C=CC=C2 (4-[3-(6-Methyl-pyridin-3-yl)-phenyl]-8-pyrrol-1-yl-1,3-dihydro-benzo[b][1,4]diazepin-2-one), solid. RXN SMILES: C(OC(=O)[NH:7][C:8]1[CH:13]=[CH:12][C:11]([N:14]2[CH:18]=[CH:17][CH:16]=[CH:15]2)=[CH:10][C:9]=1[NH2:19])(C)(C)C.C(O[C:26](=[O:43])[CH2:27][C:28]([C:30]1[CH:35]=[CH:34][CH:33]=[C:32]([C:36]2[CH:37]=[N:38][C:39]([CH3:42])=[CH:40][CH:41]=2)[CH:31]=1)=O)(C)(C)C>>[CH3:42][C:39]1[N:38]=[CH:37][C:36]([C:32]2[CH:31]=[C:30]([C:28]3[CH2:27][C:26](=[O:43])[NH:19][C:9]4[CH:10]=[C:11]([N:14]5[CH:18]=[CH:17][CH:16]=[CH:15]5)[CH:12]=[CH:13][C:8]=4[N:7]=3)[CH:35]=[CH:34][CH:33]=2)=[CH:41][CH:40]=1. Reported procedure: The title compound was prepared from (2-amino-4-pyrrol-1-yl-phenyl)-carbamic acid tert-butyl ester (Example J11) (273 mg, 1 mmol) and 3-[3-(6-methyl-pyridin-3-yl)-phenyl]-3-oxo-propionic acid tert-butyl ester (Example K4) (311 mg, 1 mmol) according to the general procedure M and subsequent treatment of the crude product according to the general procedure N. Obtained as a yellow solid (195 mg). The reactants are FC1=NC=C(C(=O)O)C(=C1)C (6-fluoro-4-methylnicotinic acid), Cl.C1(CC1)C=1C(=NC=C(C1)C)N1CCNCC1 (1-(3-cyclopropyl-5-methylpyridin-2-yl)piperazine hydrochloride). Yields the product C1(CC1)C=1C(=NC=C(C1)C)N1CCN(CC1)C(=O)C=1C=NC(=CC1C)F ([4-(3-cyclopropyl-5-methylpyridin-2-yl)piperazin-1-yl](6-fluoro-4-methylpyridin-3-yl)methanone). The yield is 61.4%. As a reaction SMILES: [F:1][C:2]1[CH:10]=[C:9]([CH3:11])[C:5]([C:6]([OH:8])=O)=[CH:4][N:3]=1.Cl.[CH:13]1([C:16]2[C:17]([N:23]3[CH2:28][CH2:27][NH:26][CH2:25][CH2:24]3)=[N:18][CH:19]=[C:20]([CH3:22])[CH:21]=2)[CH2:15][CH2:14]1>>[CH:13]1([C:16]2[C:17]([N:23]3[CH2:28][CH2:27][N:26]([C:6]([C:5]4[CH:4]=[N:3][C:2]([F:1])=[CH:10][C:9]=4[CH3:11])=[O:8])[CH2:25][CH2:24]3)=[N:18][CH:19]=[C:20]([CH3:22])[CH:21]=2)[CH2:14][CH2:15]1 |f:1.2|. Reported procedure: Using 6-fluoro-4-methylnicotinic acid (139 mg) and a free form (210 mg) of 1-(3-cyclopropyl-5-methylpyridin-2-yl)piperazine hydrochloride described in Preparation Example 85 with a base and by the reaction and treatment in the same manner as in Preparation Example 119, the title compound (180 mg) was obtained.